From a dataset of the Open Reaction Database (ORD), a public repository of structured organic reaction records. describe an organic reaction: reactants, conditions, products, and yield Reactants: O=C(O)C(CCCNS(=O)(=O)c1ccc(Br)cc1)NS(=O)(=O)c1ccc(Br)cc1, Cl, Fc1ccc(CBr)cc1, [H-], [H][H], [Na+], CN(C)C=O. The product is O=C(O)C(CCCN(Cc1ccc(F)cc1)S(=O)(=O)c1ccc(Br)cc1)NS(=O)(=O)c1ccc(Br)cc1. RXN SMILES: [Br:1][c:2]1[cH:3][cH:4][c:5]([S:8](=[O:9])(=[O:10])[NH:11][CH:12]([CH2:13][CH2:14][CH2:15][NH:16][S:17](=[O:18])(=[O:19])[c:20]2[cH:21][cH:22][c:23]([Br:26])[cH:24][cH:25]2)[C:27](=[O:28])[OH:29])[cH:6][cH:7]1.[ClH:43].[F:34][c:35]1[cH:36][cH:37][c:38]([CH2:39][Br:40])[cH:41][cH:42]1.[H-:31].[H:32][H:33].[Na+:30].[O:44]=[CH:45][N:46]([CH3:47])[CH3:48]>>[Br:1][c:2]1[cH:3][cH:4][c:5]([S:8](=[O:9])(=[O:10])[NH:11][CH:12]([CH2:13][CH2:14][CH2:15][N:16]([S:17](=[O:18])(=[O:19])[c:20]2[cH:21][cH:22][c:23]([Br:26])[cH:24][cH:25]2)[CH2:39][c:38]2[cH:37][cH:36][c:35]([F:34])[cH:42][cH:41]2)[C:27](=[O:28])[OH:29])[cH:6][cH:7]1.